From a dataset of the Open Reaction Database (ORD), a public repository of structured organic reaction records. describe an organic reaction: reactants, conditions, products, and yield Starting materials: C(CCCCC(=O)ON1C(CCC1=O)=O)(=O)OC (methyl succinimidyl adipate), Cl[Si](C)(C)C (chlorotrimethylsilane), [I-].[Na+] (sodium iodide). Run in C(C)#N (acetonitrile), C(C)(=O)OCC (ethyl acetate). The product is C1(CCC(N1OC(CCCCC(=O)O)=O)=O)=O (adipic acid monosuccinimidyl ester). Yield: 75.2%. Reaction SMILES: [C:1]([O:17]C)(=[O:16])[CH2:2][CH2:3][CH2:4][CH2:5][C:6]([O:8][N:9]1[C:13](=[O:14])[CH2:12][CH2:11][C:10]1=[O:15])=[O:7].Cl[Si](C)(C)C.[I-].[Na+]>C(#N)C.C(OCC)(=O)C>[C:10]1(=[O:15])[N:9]([O:8][C:6](=[O:7])[CH2:5][CH2:4][CH2:3][CH2:2][C:1]([OH:17])=[O:16])[C:13](=[O:14])[CH2:12][CH2:11]1 |f:2.3|. Reported procedure: A solution of methyl succinimidyl adipate (4.5 g, 17.5 mmol), chlorotrimethylsilane (11.1 ml, 87.5 mmol) and sodium iodide (13.1 g, 87.5 mmol) in 10 ml of acetonitrile was heated at reflux for 12 hours. The mixture was then cooled to room temperature and diluted with ethyl acetate. The reaction mixture was washed repeatedly with 5 percent aqueous sodium bisulfite until the organic solution was colorless. Then it was washed with brine, dried over anhydrous magnesium sulfate, filtered and concentr... Reactants: FC1=C(C(C(=O)O)=C(C=C1)F)C(=O)O (3,6-difluoro-phthalic acid), Cl.C(C)OC(=O)C1(CC2=CC=C(C(=C2C1)F)F)N (2-amino-4,5-difluoro-indan-2-carboxylic acid ethyl ester HCl salt). Yields the product Cl.C(C)OC(=O)C1(CC2=C(C=CC(=C2C1)F)F)N (2-Amino-4,7-difluoro-indan-2-carboxylic acid ethyl ester HCl salt). RXN SMILES: [F:1][C:2]1[CH:10]=[CH:9][C:8]([F:11])=[C:4]([C:5](O)=O)[C:3]=1[C:12](O)=O.[ClH:15].[CH2:16]([O:18][C:19]([C:21]1([NH2:32])CC2C(=CC=C(F)C=2F)C1)=[O:20])[CH3:17]>>[ClH:15].[CH2:16]([O:18][C:19]([C:21]1([NH2:32])[CH2:5][C:4]2[C:3](=[C:2]([F:1])[CH:10]=[CH:9][C:8]=2[F:11])[CH2:12]1)=[O:20])[CH3:17] |f:1.2,3.4|. Procedure details: 2-Amino-4,7-difluoro-indan-2-carboxylic acid ethyl ester HCl salt was prepared from 3,6-difluoro-phthalic acid as indicated by the scheme above regarding A7-D7 utilizing the same procedures as for the synthesis of 2-amino-4,5-difluoro-indan-2-carboxylic acid ethyl ester HCl salt. Reactants: C1(=CC=CC=C1)N1N=C2C(=CNC=3C=CC(=NC23)N2CCNCC2)C1=O (2-Phenyl-8-(piperazin-1-yl)-2,5-dihydro-pyrazolo[4,3-c][1,5]naphthyridin-3-one), CC1NCCNC1 (2-methylpiperazine). Yields the product CC1CN(CCN1)C1=NC=2C=3C(=CNC2C=C1)C(N(N3)C3=CC=CC=C3)=O (8-(3-Methyl-piperazin-1-yl)-2-phenyl-2,5-dihydro-pyrazolo[4,3-c][1,5]naphthyridin-3-one). As a reaction SMILES: [C:1]1([N:7]2[C:25](=[O:26])[C:10]3=[CH:11][NH:12][C:13]4[CH:14]=[CH:15][C:16]([N:19]5[CH2:24][CH2:23][NH:22][CH2:21][CH2:20]5)=[N:17][C:18]=4[C:9]3=[N:8]2)[CH:6]=[CH:5][CH:4]=[CH:3][CH:2]=1.[CH3:27]C1CNCCN1>>[CH3:27][CH:23]1[NH:22][CH2:21][CH2:20][N:19]([C:16]2[CH:15]=[CH:14][C:13]3[NH:12][CH:11]=[C:10]4[C:25](=[O:26])[N:7]([C:1]5[CH:6]=[CH:5][CH:4]=[CH:3][CH:2]=5)[N:8]=[C:9]4[C:18]=3[N:17]=2)[CH2:24]1. Reported procedure: The title compound was prepared following the procedure described for 6a using 2-methylpiperazine instead of piperazine. 1H-NMR (DMSO-d6) δ (ppm): 1.00 (3H, s), 2.78 (4H, brm), 3.05 (1H, m), 4.30 (2H, m), 7.07 (2H, m), 7.39 (2H, dd, J=8.24, 7.97 Hz), 7.75 (1H, d, J=9.34 Hz), 8.27 (2H, dd, J=7.42, 1.10 Hz), 8.37 (1H, s). m/z 361.4 (MH+). Reactants: CCCCNC(=O)Nc1ccc(F)c(C(=O)c2c[nH]c3ncc(Br)cc23)c1, O=C([O-])[O-], CC#N, [K+], [K+], O, c1ccc(P(c2ccccc2)(c2ccccc2)[Pd](P(c2ccccc2)(c2ccccc2)c2ccccc2)(P(c2ccccc2)(c2ccccc2)c2ccccc2)P(c2ccccc2)(c2ccccc2)c2ccccc2)cc1, OB(O)c1cccnc1. Product: CCCCNC(=O)Nc1ccc(F)c(C(=O)c2c[nH]c3ncc(-c4cccnc4)cc23)c1. Reaction SMILES: [Br:1][c:2]1[cH:3][c:4]2[c:5]([n:6][cH:7]1)[nH:8][cH:9][c:10]2[C:11](=[O:12])[c:13]1[cH:14][c:15]([NH:20][C:21](=[O:22])[NH:23][CH2:24][CH2:25][CH2:26][CH3:27])[cH:16][cH:17][c:18]1[F:19].[C:40](=[O:41])([O-:42])[O-:43].[CH3:37][C:38]#[N:39].[K+:44].[K+:45].[OH2:46].[cH:47]1[cH:48][cH:49][c:50]([P:51]([Pd:52]([P:53]([c:54]2[cH:55][cH:56][cH:57][cH:58][cH:59]2)([c:60]2[cH:61][cH:62][cH:63][cH:64][cH:65]2)[c:66]2[cH:67][cH:68][cH:69][cH:70][cH:71]2)([P:72]([c:73]2[cH:74][cH:75][cH:76][cH:77][cH:78]2)([c:79]2[cH:80][cH:81][cH:82][cH:83][cH:84]2)[c:85]2[cH:86][cH:87][cH:88][cH:89][cH:90]2)[P:91]([c:92]2[cH:93][cH:94][cH:95][cH:96][cH:97]2)([c:98]2[cH:99][cH:100][cH:101][cH:102][cH:103]2)[c:104]2[cH:105][cH:106][cH:107][cH:108][cH:109]2)([c:110]2[cH:111][cH:112][cH:113][cH:114][cH:115]2)[c:116]2[cH:117][cH:118][cH:119][cH:120][cH:121]2)[cH:122][cH:123]1.[n:28]1[cH:29][c:30]([B:34]([OH:35])[OH:36])[cH:31][cH:32][cH:33]1>>[c:2]1(-[c:30]2[cH:29][n:28][cH:33][cH:32][cH:31]2)[cH:3][c:4]2[c:5]([n:6][cH:7]1)[nH:8][cH:9][c:10]2[C:11](=[O:12])[c:13]1[cH:14][c:15]([NH:20][C:21](=[O:22])[NH:23][CH2:24][CH2:25][CH2:26][CH3:27])[cH:16][cH:17][c:18]1[F:19].